This data is from the Open Reaction Database (ORD), a public repository of structured organic reaction records. The task is: describe an organic reaction: reactants, conditions, products, and yield Starting materials: CCOP(OCC)OCC, COc1ccc(C(C#N)=C2C=CC(=NO)C=C2)cc1OC. Product: CCOP(=O)(OCC)ON=C1C=CC(=C(C#N)c2ccc(OC)c(OC)c2)C=C1. Reaction SMILES: [CH2:22]([CH3:23])[O:24][P:25]([O:26][CH2:27][CH3:28])[O:29][CH2:30][CH3:31].[OH:1][N:2]=[C:3]1[CH:4]=[CH:5][C:6](=[C:9]([C:10]#[N:11])[c:12]2[cH:13][c:14]([O:20][CH3:21])[c:15]([O:18][CH3:19])[cH:16][cH:17]2)[CH:7]=[CH:8]1>>[O:1]([N:2]=[C:3]1[CH:4]=[CH:5][C:6](=[C:9]([C:10]#[N:11])[c:12]2[cH:13][c:14]([O:20][CH3:21])[c:15]([O:18][CH3:19])[cH:16][cH:17]2)[CH:7]=[CH:8]1)[P:25]([O:24][CH2:22][CH3:23])([O:26][CH2:27][CH3:28])=[O:29]. Reactants: OC1(N(C(C=2C1=NC=CC2)=O)CCCC)C2=CC=CC=C2 (7-Hydroxy-7-phenyl-6-(n-butyl)-6,7-dihydropyrrolo-[3,4-b]pyridin-5-one), S(O)(O)(=O)=O (sulfuric acid), [N+](=O)(O)[O-] (Nitric acid). The solvent is O (water). Run at time 30 minute. The product is OC1(N(C(C=2C1=NC=CC2)=O)CCCC)C2=CC(=CC=C2)[N+](=O)[O-] (7-hydroxy-7-(3-nitrophenyl)-6-(n-butyl)-6,7-dihydropyrrolo[3,4-b]-pyridin-5-one). RXN SMILES: [OH:1][C:2]1([C:16]2[CH:21]=[CH:20][CH:19]=[CH:18][CH:17]=2)[C:6]2=[N:7][CH:8]=[CH:9][CH:10]=[C:5]2[C:4](=[O:11])[N:3]1[CH2:12][CH2:13][CH2:14][CH3:15].S(=O)(=O)(O)O.[N+:27]([O-])([OH:29])=[O:28]>O>[OH:1][C:2]1([C:16]2[CH:21]=[CH:20][CH:19]=[C:18]([N+:27]([O-:29])=[O:28])[CH:17]=2)[C:6]2=[N:7][CH:8]=[CH:9][CH:10]=[C:5]2[C:4](=[O:11])[N:3]1[CH2:12][CH2:13][CH2:14][CH3:15]. Procedure details: 7-Hydroxy-7-phenyl-6-(n-butyl)-6,7-dihydropyrrolo-[3,4-b]pyridin-5-one (47.15 g, 167 moles) was mixed with 250 mL of concentrated sulfuric acid (96%). The resulting mixture was placed in a cooling bath. Nitric acid (70%, 12 mL, 189 moles) was added at such a rate that the temperature remained below 45° C. The mixture was stirred for 30 minutes poured onto ice (500 g) and diluted with 1 L of water. The mixture was extracted twice with 700 mL of ethyl acetate. The organic solvent was removed yield... The reactants are COC(=O)C=1C(=C2C=C(C(N(C2=C(N1)Br)CC1=CC=CC=C1)=O)C1=CC=CC=C1)O (1-benzyl-8-bromo-5-hydroxy-2-oxo-3-phenyl-1,2-dihydro-[1,7]naphthyridine-6-carboxylic acid methyl ester), C(CCC)[Sn](C1=CN=NC=C1)(CCCC)CCCC (4-tributylstannanyl-pyridazine), CCOC(=O)C (EtOAc), Cl (HCl). Reagents/catalysts: Cl[Pd]([P](C1=CC=CC=C1)(C2=CC=CC=C2)C3=CC=CC=C3)([P](C4=CC=CC=C4)(C5=CC=CC=C5)C6=CC=CC=C6)Cl (PdCl2(PPh3)2). Solvent: CN(C)C=O (DMF), [Cl-].[Na+].O (brine). Reaction conditions: temperature 120 celsius. The product is COC(=O)C=1C(=C2C=C(C(N(C2=C(N1)C1=CN=NC=C1)CC1=CC=CC=C1)=O)C1=CC=CC=C1)O (1-Benzyl-5-hydroxy-2-oxo-3-phenyl-8-pyridazin-4-yl-1,2-dihydro-[1,7]naphthyridine-6-carboxylic acid methyl ester). Isolated yield 40.2%. As a reaction SMILES: [CH3:1][O:2][C:3]([C:5]1[C:6]([OH:30])=[C:7]2[C:12](=[C:13](Br)[N:14]=1)[N:11]([CH2:16][C:17]1[CH:22]=[CH:21][CH:20]=[CH:19][CH:18]=1)[C:10](=[O:23])[C:9]([C:24]1[CH:29]=[CH:28][CH:27]=[CH:26][CH:25]=1)=[CH:8]2)=[O:4].C([Sn](CCCC)(CCCC)[C:36]1[CH:41]=[CH:40][N:39]=[N:38][CH:37]=1)CCC.CCOC(C)=O.Cl>CN(C=O)C.[Cl-].[Na+].O.Cl[Pd](Cl)([P](C1C=CC=CC=1)(C1C=CC=CC=1)C1C=CC=CC=1)[P](C1C=CC=CC=1)(C1C=CC=CC=1)C1C=CC=CC=1>[CH3:1][O:2][C:3]([C:5]1[C:6]([OH:30])=[C:7]2[C:12](=[C:13]([C:36]3[CH:41]=[CH:40][N:39]=[N:38][CH:37]=3)[N:14]=1)[N:11]([CH2:16][C:17]1[CH:22]=[CH:21][CH:20]=[CH:19][CH:18]=1)[C:10](=[O:23])[C:9]([C:24]1[CH:29]=[CH:28][CH:27]=[CH:26][CH:25]=1)=[CH:8]2)=[O:4] |f:5.6.7,^1:67,86|. Reported procedure: A mixture of 1-benzyl-8-bromo-5-hydroxy-2-oxo-3-phenyl-1,2-dihydro-[1,7]naphthyridine-6-carboxylic acid methyl ester (70 mg, 0.15 mmol), 4-tributylstannanyl-pyridazine (83 mg, 0.23 mmol) and PdCl2(PPh3)2 (21 mg, 0.030 mmol) in 4 mL of DMF was heated at 120° C. for 2 h under nitrogen atmosphere. After the mixture was cooled to r.t., EtOAc and brine were added. 1 M HCl was added with stirring until pH was about 3-4. The aqueous layer was extracted with additional EtOAc, and the combined organic la...